Dataset: the Open Reaction Database (ORD), a public repository of structured organic reaction records. Task: describe an organic reaction: reactants, conditions, products, and yield The reactants are NC1=C(C(=O)N)C=C(C=C1)CCN1CCOCC1 (2-amino-5-(2-morpholin-4-yl-ethyl)-benzamide), CC1=NC(=CC(=C1)C=O)C (2,6-dimethyl-pyridine-4-carbaldehyde), S(=O)(O)[O-].[Na+] (sodium hydrogensulfite), C1(=CC=C(C=C1)S(=O)(=O)O)C (p-toluenesulfonic acid). Run in CN(C(C)=O)C (N,N-dimethyl acetamide). Conditions: temperature 120 celsius. The product is CC1=NC(=CC(=C1)C1=NC2=CC=C(C=C2C(N1)=O)CCN1CCOCC1)C (2-(2,6-Dimethylpyridin-4-yl)-6-(2-morpholinoethyl)quinazolin-4(3H)-one). Reaction SMILES: [NH2:1][C:2]1[CH:10]=[CH:9][C:8]([CH2:11][CH2:12][N:13]2[CH2:18][CH2:17][O:16][CH2:15][CH2:14]2)=[CH:7][C:3]=1[C:4]([NH2:6])=[O:5].[CH3:19][C:20]1[CH:25]=[C:24]([CH:26]=O)[CH:23]=[C:22]([CH3:28])[N:21]=1.S([O-])(O)=O.[Na+].C1(C)C=CC(S(O)(=O)=O)=CC=1>CN(C)C(=O)C>[CH3:19][C:20]1[CH:25]=[C:24]([C:26]2[NH:6][C:4](=[O:5])[C:3]3[C:2](=[CH:10][CH:9]=[C:8]([CH2:11][CH2:12][N:13]4[CH2:14][CH2:15][O:16][CH2:17][CH2:18]4)[CH:7]=3)[N:1]=2)[CH:23]=[C:22]([CH3:28])[N:21]=1 |f:2.3|. Procedure details: To a solution of 2-amino-5-(2-morpholin-4-yl-ethyl)-benzamide (0.18 g, 0.70 mmol) in N,N-dimethyl acetamide (7 mL) under nitrogen atmosphere were added 2,6-dimethyl-pyridine-4-carbaldehyde (0.10 g, 0.70 mmol), sodium hydrogensulfite (58.5 wt %, 0.15 g, 1.40 mmol) and p-toluenesulfonic acid (0.34 g, 1.80 mmol). The resulting mixture was heated at 120° C. for 16 hours, then cooled to room temperature. The solvent was removed under reduced pressure, and the residue was diluted with methylene chlori... Starting materials: [H-].[Na+] (sodium hydride), BrCC(=O)OC (methyl bromoacetate), N(=[N+]=[N-])[C@@H]1C(N([C@@H]1CO)C1=CC=C(C=C1)OC)=O ((±)-(cis)-3-azido-4-hydroxymethyl-1-(4-methoxyphenyl)-2-oxoazetidine). Solvent: CN(C=O)C (dimethylformamide). Conditions: temperature -20 celsius. Product: N(=[N+]=[N-])[C@@H]1C(N([C@@H]1COCC(=O)OC)C1=CC=C(C=C1)OC)=O ((±)-(cis)-[(3-Azido-1-(4-methoxyphenyl)-2-oxo-4-azetidinyl)methoxy]acetic acid, methyl ester). As a reaction SMILES: [H-].[Na+].Br[CH2:4][C:5]([O:7][CH3:8])=[O:6].[N:9]([C@H:12]1[C@@H:15]([CH2:16][OH:17])[N:14]([C:18]2[CH:23]=[CH:22][C:21]([O:24][CH3:25])=[CH:20][CH:19]=2)[C:13]1=[O:26])=[N+:10]=[N-:11]>CN(C)C=O>[N:9]([C@H:12]1[C@@H:15]([CH2:16][O:17][CH2:4][C:5]([O:7][CH3:8])=[O:6])[N:14]([C:18]2[CH:23]=[CH:22][C:21]([O:24][CH3:25])=[CH:20][CH:19]=2)[C:13]1=[O:26])=[N+:10]=[N-:11] |f:0.1|. Reported procedure: A suspension of 60% sodium hydride (749 mg, 18.72 mmole) was washed under argon with hexane (9 ml). The sodium hydride was then cooled to -20° C. and dimethylformamide (20 ml) was added. The mixture was then cooled to -50° C. and methyl bromoacetate (1.77 ml, 18.72 mmole) was added via syringe. Next, a solution of (±)-(cis)-3-azido-4-hydroxymethyl-1-(4-methoxyphenyl)-2-oxoazetidine (3.303 g, 13.37 mmole) in dimethylformamide (25 ml) was added dropwise. The reaction was stirred at -50° C. for ten... The reactants are NC1=NC(=NC(=N1)Cl)N1CCCCC1 (2-Amino-4-chloro-6-piperidin-1-yl-[1,3,5]triazin), C(CCC)[Sn](C=C)(CCCC)CCCC (tributyl(vinyl)tin). The reagents and catalysts are C=1C=CC(=CC1)[P](C=2C=CC=CC2)(C=3C=CC=CC3)[Pd]([P](C=4C=CC=CC4)(C=5C=CC=CC5)C=6C=CC=CC6)([P](C=7C=CC=CC7)(C=8C=CC=CC8)C=9C=CC=CC9)[P](C=1C=CC=CC1)(C=1C=CC=CC1)C=1C=CC=CC1 (Pd(PPh3)4). Run in C1(=CC=CC=C1)C (toluene). Conditions: temperature 100 celsius. The product is NC1=NC(=NC(=N1)N1CCCCC1)C=C (2-Amino 4-piperidin-1-yl-6-vinyl-[1,3,5]triazin). RXN SMILES: [NH2:1][C:2]1[N:7]=[C:6](Cl)[N:5]=[C:4]([N:9]2[CH2:14][CH2:13][CH2:12][CH2:11][CH2:10]2)[N:3]=1.[CH2:15]([Sn](CCCC)(CCCC)C=C)[CH2:16]CC>C1(C)C=CC=CC=1.C1C=CC([P]([Pd]([P](C2C=CC=CC=2)(C2C=CC=CC=2)C2C=CC=CC=2)([P](C2C=CC=CC=2)(C2C=CC=CC=2)C2C=CC=CC=2)[P](C2C=CC=CC=2)(C2C=CC=CC=2)C2C=CC=CC=2)(C2C=CC=CC=2)C2C=CC=CC=2)=CC=1>[NH2:1][C:2]1[N:3]=[C:4]([N:9]2[CH2:14][CH2:13][CH2:12][CH2:11][CH2:10]2)[N:5]=[C:6]([CH:15]=[CH2:16])[N:7]=1 |^1:40,42,61,80|. Reported procedure: To a solution of 221 (358 mg, 1.68 mmol) in dry toluene (7 mL) was added tributyl(vinyl)tin (514 μL, 1.76 mmol) followed by Pd(PPh3)4 (97 mg, 0.084 mmol) and the reaction mixture was heated at 100° C. for 16 h in a sealed tube. Then, the reaction mixture was allowed to cool to room temperature, concentrated, and purified directly by flash chromatography on silica gel (AcOEt/hexane: 10/90→430/70) to afford the title compound 222 (containing tributyltin chloride). Reactants: [Al+3], C=CCCC1CCC(C(=O)OCc2ccccc2)N1C(=O)OC(C)(C)C, C1CCOC1, [H-], [H-], [H-], [H-], [Li+]. The product is C=CCCC1CCC(CO)N1C(=O)OC(C)(C)C. As a reaction SMILES: [Al+3:28].[C:1]([CH3:2])([CH3:3])([CH3:4])[O:5][C:6](=[O:7])[N:8]1[CH:9]([C:17](=[O:18])[O:19][CH2:20][c:21]2[cH:22][cH:23][cH:24][cH:25][cH:26]2)[CH2:10][CH2:11][CH:12]1[CH2:13][CH2:14][CH:15]=[CH2:16].[CH2:33]1[O:34][CH2:35][CH2:36][CH2:37]1.[H-:27].[H-:30].[H-:31].[H-:32].[Li+:29]>>[C:1]([CH3:2])([CH3:3])([CH3:4])[O:5][C:6](=[O:7])[N:8]1[CH:9]([CH2:17][OH:18])[CH2:10][CH2:11][CH:12]1[CH2:13][CH2:14][CH:15]=[CH2:16]. Starting materials: NC(CCS)(C(=O)O)C(F)F, N, Cc1ccc(S(=O)(=O)OCC2OC(n3cnc4c(N)ncnc43)C(O)C2O)cc1. Product: Nc1ncnc2c1ncn2C1OC(CSCCC(N)(C(=O)O)C(F)F)C(O)C1O. As a reaction SMILES: [F:1][CH:2]([C:3]([NH2:4])([CH2:5][CH2:6][SH:7])[C:8](=[O:9])[OH:10])[F:11].[NH3:41].[S:12]([O:13][CH2:23][CH:24]1[CH:25]([OH:40])[CH:26]([OH:39])[CH:27]([n:29]2[cH:30][n:31][c:32]3[c:33]([NH2:34])[n:35][cH:36][n:37][c:38]23)[O:28]1)([c:14]1[cH:15][cH:16][c:17]([CH3:18])[cH:19][cH:20]1)(=[O:21])=[O:22]>>[F:1][CH:2]([C:3]([NH2:4])([CH2:5][CH2:6][S:7][CH2:23][CH:24]1[CH:25]([OH:40])[CH:26]([OH:39])[CH:27]([n:29]2[cH:30][n:31][c:32]3[c:33]([NH2:34])[n:35][cH:36][n:37][c:38]23)[O:28]1)[C:8](=[O:9])[OH:10])[F:11]. The reactants are C(C)OC(=O)C1=C(SC=2COCCC21)N (2-Amino-4,5-dihydro-7H-thieno[2,3-c]pyran-3-carboxylic acid ethyl ester), C(=O)N (formamide). The product is N1=CNC(C2=C1SC1=C2CCOC1)=O (5,6-dihydro-8H-pyrano[4′,3′:4,5]thieno[2,3-d]pyrimidin-4-one). Yield: 42.0%. RXN SMILES: C([O:3][C:4]([C:6]1[C:14]2[CH2:13][CH2:12][O:11][CH2:10][C:9]=2[S:8][C:7]=1[NH2:15])=O)C.[CH:16]([NH2:18])=O>>[N:15]1[C:7]2[S:8][C:9]3[CH2:10][O:11][CH2:12][CH2:13][C:14]=3[C:6]=2[C:4](=[O:3])[NH:18][CH:16]=1. Procedure: 2-Amino-4,5-dihydro-7H-thieno[2,3-c]pyran-3-carboxylic acid ethyl ester (26 g, 0.114 mol) was dissolved in formamide (200 ml) and the resulting mixture was heated at reflux temperature for 1.5 h. After cooling to room temperature the precipitate was filtered off, washed with water (2×80 ml) and dried in vacuo at 50° C. for 18 h which afforded 10.0 g (42%) of 5,6-dihydro-8H-pyrano[4′,3′:4,5]thieno[2,3-d]pyrimidin-4-one as a solid.